Dataset: the Open Reaction Database (ORD), a public repository of structured organic reaction records. Task: describe an organic reaction: reactants, conditions, products, and yield The reactants are COC(CC1=CC(=CC=C1)OC1=C(C=C(C=C1)C(F)(F)F)CNCC)=O ([3-(2-ethylaminomethyl-4-trifluoromethyl-phenoxy)-phenyl]-acetic acid methyl ester), C(C)(=O)C1=CC=C(C=C1)S(=O)(=O)Cl (4-acetylbenzenesulfonyl chloride). Yields the product COC(CC1=CC(=CC=C1)OC1=C(C=C(C=C1)C(F)(F)F)CN(CC)S(=O)(=O)C1=CC=C(C=C1)C(C)=O)=O ([3-(2-{[(4-Acetyl-benzenesulfonyl)-ethyl-amino]-methyl}-4-trifluoromethyl-phenoxy)-phenyl]-acetic acid methyl ester). Reaction SMILES: [CH3:1][O:2][C:3](=[O:26])[CH2:4][C:5]1[CH:10]=[CH:9][CH:8]=[C:7]([O:11][C:12]2[CH:17]=[CH:16][C:15]([C:18]([F:21])([F:20])[F:19])=[CH:14][C:13]=2[CH2:22][NH:23][CH2:24][CH3:25])[CH:6]=1.[C:27]([C:30]1[CH:35]=[CH:34][C:33]([S:36](Cl)(=[O:38])=[O:37])=[CH:32][CH:31]=1)(=[O:29])[CH3:28]>>[CH3:1][O:2][C:3](=[O:26])[CH2:4][C:5]1[CH:10]=[CH:9][CH:8]=[C:7]([O:11][C:12]2[CH:17]=[CH:16][C:15]([C:18]([F:20])([F:19])[F:21])=[CH:14][C:13]=2[CH2:22][N:23]([S:36]([C:33]2[CH:32]=[CH:31][C:30]([C:27](=[O:29])[CH3:28])=[CH:35][CH:34]=2)(=[O:38])=[O:37])[CH2:24][CH3:25])[CH:6]=1. Reported procedure: Prepared according to the procedure described in Example 22, Step 1, using the following starting materials: [3-(2-ethylaminomethyl-4-trifluoromethyl-phenoxy)-phenyl]-acetic acid methyl ester and 4-acetylbenzenesulfonyl chloride. Reactants: COc1c(C)cc(C(C)(C)C)cc1Br, CCOCC, Cl, [Mg], CC(C(=O)c1ccccc1)N1CCCCC1, N. Product: COc1c(C)cc(C(C)(C)C)cc1C(O)(c1ccccc1)C(C)N1CCCCC1. As a reaction SMILES: [Br:18][c:19]1[cH:20][c:21]([C:28]([CH3:29])([CH3:30])[CH3:31])[cH:22][c:23]([CH3:27])[c:24]1[O:25][CH3:26].[CH3:34][CH2:35][O:36][CH2:37][CH3:38].[ClH:32].[Mg:17].[N:1]1([CH:7]([C:8](=[O:9])[c:10]2[cH:11][cH:12][cH:13][cH:14][cH:15]2)[CH3:16])[CH2:2][CH2:3][CH2:4][CH2:5][CH2:6]1.[NH3:33]>>[N:1]1([CH:7]([C:8]([OH:9])([c:10]2[cH:11][cH:12][cH:13][cH:14][cH:15]2)[c:19]2[cH:20][c:21]([C:28]([CH3:29])([CH3:30])[CH3:31])[cH:22][c:23]([CH3:27])[c:24]2[O:25][CH3:26])[CH3:16])[CH2:2][CH2:3][CH2:4][CH2:5][CH2:6]1. Reactants: O=C(O)Cc1cc(OCc2ccccc2)cc(-c2ccc(C(F)(F)F)cc2)c1, C1CCOC1, C[Si](C)(C)[N-][Si](C)(C)C, CCCI, [Li+]. The product is CCCC(C(=O)O)c1cc(OCc2ccccc2)cc(-c2ccc(C(F)(F)F)cc2)c1. Reaction SMILES: [CH2:1]([c:2]1[cH:3][cH:4][cH:5][cH:6][cH:7]1)[O:8][c:9]1[cH:10][c:11]([CH2:25][C:26](=[O:27])[OH:28])[cH:12][c:13](-[c:15]2[cH:16][cH:17][c:18]([C:21]([F:22])([F:23])[F:24])[cH:19][cH:20]2)[cH:14]1.[CH2:43]1[O:44][CH2:45][CH2:46][CH2:47]1.[CH3:30][Si:31]([N-:32][Si:33]([CH3:34])([CH3:35])[CH3:36])([CH3:37])[CH3:38].[I:39][CH2:40][CH2:41][CH3:42].[Li+:29]>>[CH2:1]([c:2]1[cH:3][cH:4][cH:5][cH:6][cH:7]1)[O:8][c:9]1[cH:10][c:11]([CH:25]([C:26](=[O:27])[OH:28])[CH2:40][CH2:41][CH3:42])[cH:12][c:13](-[c:15]2[cH:16][cH:17][c:18]([C:21]([F:22])([F:23])[F:24])[cH:19][cH:20]2)[cH:14]1. Reactants: Fc1cc(C(F)(F)F)ccc1Br, O=C([O-])[O-], Cc1ccccc1, [Cs+], [Cs+], CC(=O)[O-], CC(=O)[O-], O, OC1CCNC1, [Pd+2], c1ccc(P(c2ccccc2)c2ccc3ccccc3c2-c2c(P(c3ccccc3)c3ccccc3)ccc3ccccc23)cc1. The product is OC1CCN(c2ccc(C(F)(F)F)cc2F)C1. Reaction SMILES: [Br:1][c:2]1[c:3]([F:12])[cH:4][c:5]([C:8]([F:9])([F:10])[F:11])[cH:6][cH:7]1.[C:65](=[O:66])([O-:67])[O-:68].[CH3:71][c:72]1[cH:73][cH:74][cH:75][cH:76][cH:77]1.[Cs+:69].[Cs+:70].[O-:79][C:80]([CH3:81])=[O:82].[O-:83][C:84]([CH3:85])=[O:86].[OH2:87].[OH:13][CH:14]1[CH2:15][NH:16][CH2:17][CH2:18]1.[Pd+2:78].[c:19]1([P:20]([c:21]2[cH:22][cH:23][cH:24][cH:25][cH:26]2)[c:27]2[cH:28][cH:29][c:30]3[c:31]([cH:32][cH:33][cH:34][cH:35]3)[c:36]2-[c:37]2[c:38]3[c:39]([cH:40][cH:41][cH:42][cH:43]3)[cH:44][cH:45][c:46]2[P:47]([c:48]2[cH:49][cH:50][cH:51][cH:52][cH:53]2)[c:54]2[cH:55][cH:56][cH:57][cH:58][cH:59]2)[cH:60][cH:61][cH:62][cH:63][cH:64]1>>[c:2]1([N:16]2[CH2:15][CH:14]([OH:13])[CH2:18][CH2:17]2)[c:3]([F:12])[cH:4][c:5]([C:8]([F:9])([F:10])[F:11])[cH:6][cH:7]1.